This data is from the Open Reaction Database (ORD), a public repository of structured organic reaction records. The task is: describe an organic reaction: reactants, conditions, products, and yield As a reaction SMILES: [CH3:21][c:22]1[cH:23][c:24]([CH3:25])[cH:26][cH:27][cH:28]1.[CH3:4][O:5][CH2:6][O:7][c:8]1[cH:9][cH:10][c:11]2[cH:12][cH:13][c:14]([CH3:20])[n:15][c:16]2[c:17]1[C:18]#[N:19].[Se:1](=[O:2])=[O:3]>>[O:2]=[CH:20][c:14]1[cH:13][cH:12][c:11]2[cH:10][cH:9][c:8]([O:7][CH2:6][O:5][CH3:4])[c:17]([C:18]#[N:19])[c:16]2[n:15]1. Starting materials: Cc1cccc(C)c1, COCOc1ccc2ccc(C)nc2c1C#N, O=[Se]=O. Product: COCOc1ccc2ccc(C=O)nc2c1C#N. Starting materials: O=C([O-])[O-], COc1cccc(S)c1, CCOC(=O)CC(=O)CCl, [K+], [K+], CN(C)C=O. The product is CCOC(=O)CC(=O)CSc1cccc(OC)c1. Reaction SMILES: [C:20](=[O:21])([O-:22])[O-:23].[CH3:11][O:12][c:13]1[cH:14][c:15]([SH:19])[cH:16][cH:17][cH:18]1.[Cl:1][CH2:2][C:3]([CH2:4][C:5](=[O:6])[O:7][CH2:8][CH3:9])=[O:10].[K+:24].[K+:25].[O:26]=[CH:27][N:28]([CH3:29])[CH3:30]>>[CH2:2]([C:3]([CH2:4][C:5](=[O:6])[O:7][CH2:8][CH3:9])=[O:10])[S:19][c:15]1[cH:14][c:13]([O:12][CH3:11])[cH:18][cH:17][cH:16]1.